Dataset: the Open Reaction Database (ORD), a public repository of structured organic reaction records. Task: describe an organic reaction: reactants, conditions, products, and yield The reactants are [H-].[Na+] (sodium hydride), C(C)OC(=O)C1CCCC1 (cyclopentanecarboxylic acid ethyl ester), solution, C(C)#N (acetonitrile), Cl (hydrochloric acid). The solvent is O1CCOCC1 (1,4-dioxane). Conditions: time 30 minute. Yields the product C1(CCCC1)C(CC#N)=O (3-cyclopentyl-3-oxo-propionitrile), oil. As a reaction SMILES: [H-].[Na+].[C:3](#[N:5])[CH3:4].C([O:8][C:9]([CH:11]1[CH2:15][CH2:14][CH2:13][CH2:12]1)=O)C.Cl>O1CCOCC1>[CH:11]1([C:9](=[O:8])[CH2:4][C:3]#[N:5])[CH2:15][CH2:14][CH2:13][CH2:12]1 |f:0.1|. Reported procedure: To a suspension of sodium hydride (350 mg, 8.8 mmol, 1.2 eq) in 1,4-dioxane (10 mL) was added acetonitrile (450 μL, 8.8 mmol, 1.2 eq). The mixture was stirred at room temperature for 30 min. Then cyclopentanecarboxylic acid ethyl ester (660 μL, 7.3 mmol, 1 eq) was added. After stirring for 30 min at room temperature, the mixture was heated at 105° C. during 16 h. After cooling, the solvent was evaporated to dryness and water was added (30 mL). The mixture was extracted with dichloromethane (3×30... Reactants: CCC(Oc1cc(-n2cnc3cnc(CO[Si](C)(C)C(C)(C)C)cc32)sc1C(N)=O)c1ccccc1Cl, CCCC[N+](CCCC)(CCCC)CCCC, C1CCOC1, [F-]. Yields the product CCC(Oc1cc(-n2cnc3cnc(CO)cc32)sc1C(N)=O)c1ccccc1Cl. Reaction SMILES: [C:1]([Si:2]([CH3:3])([CH3:4])[O:6][CH2:7][c:8]1[cH:9][c:10]2[c:11]([cH:12][n:13]1)[n:14][cH:15][n:16]2-[c:17]1[cH:18][c:19]([O:25][CH:26]([CH2:27][CH3:28])[c:29]2[c:30]([Cl:35])[cH:31][cH:32][cH:33][cH:34]2)[c:20]([C:22](=[O:23])[NH2:24])[s:21]1)([CH3:5])([CH3:36])[CH3:37].[CH2:39]([N+:40]([CH2:41][CH2:42][CH2:43][CH3:44])([CH2:45][CH2:46][CH2:47][CH3:48])[CH2:49][CH2:50][CH2:51][CH3:52])[CH2:53][CH2:54][CH3:55].[CH2:56]1[O:57][CH2:58][CH2:59][CH2:60]1.[F-:38]>>[OH:6][CH2:7][c:8]1[cH:9][c:10]2[c:11]([cH:12][n:13]1)[n:14][cH:15][n:16]2-[c:17]1[cH:18][c:19]([O:25][CH:26]([CH2:27][CH3:28])[c:29]2[c:30]([Cl:35])[cH:31][cH:32][cH:33][cH:34]2)[c:20]([C:22](=[O:23])[NH2:24])[s:21]1. The product is FC(C(=O)O)(F)F.FC([C@@](C)(O)C1=CC=C(C=C1)N1CCN(CC1)S(=O)(=O)C=1SC=CN1)(F)F ((2S)-1,1,1-trifluoro-2-(4-(4-(1,3-thiazol-2-ylsulfonyl)-1-piperazinyl)phenyl)-2-propanol trifluoroacetate). Reaction SMILES: [F:1][C:2]([F:27])([F:26])[C@@:3]([C:6]1[CH:11]=[CH:10][C:9]([N:12]2[CH2:17][CH2:16][N:15]([S:18]([C:21]3[S:22][CH:23]=[CH:24][N:25]=3)(=[O:20])=[O:19])[CH2:14][CH2:13]2)=[CH:8][CH:7]=1)([OH:5])[CH3:4].C1N=C(N)C2N=CN([C@@H]3[O:41][C@H](COP(OP(OC[C@H]4O[C@@H](N5C=C(C(N)=O)CC=C5)[C@H](O)[C@@H]4O)(O)=O)(O)=O)[C@@H](O)[C@H]3OP(O)(O)=O)C=2N=1>>[F:1][C:2]([F:27])([F:26])[C:3]([OH:41])=[O:5].[F:27][C:2]([F:1])([F:26])[C@:3]([C:6]1[CH:11]=[CH:10][C:9]([N:12]2[CH2:13][CH2:14][N:15]([S:18]([C:21]3[S:22][CH:23]=[CH:24][N:25]=3)(=[O:20])=[O:19])[CH2:16][CH2:17]2)=[CH:8][CH:7]=1)([OH:5])[CH3:4] |f:2.3|. The reactants are FC([C@](C)(O)C1=CC=C(C=C1)N1CCN(CC1)S(=O)(=O)C=1SC=CN1)(F)F ((2R)-1,1,1-trifluoro-2-(4-(4-(1,3-thiazol-2-ylsulfonyl)-1-piperazinyl)phenyl)-2-propanol), C=1N=C(C2=C(N1)N(C=N2)[C@H]3[C@@H]([C@@H]([C@H](O3)COP(=O)(O)OP(=O)(O)OC[C@@H]4[C@H]([C@H]([C@@H](O4)N5C=CCC(=C5)C(=O)N)O)O)O)OP(=O)(O)O)N (NADPH). Reported procedure: (2R)-1,1,1-trifluoro-2-(4-(4-(1,3-thiazol-2-ylsulfonyl)-1-piperazinyl)phenyl)-2-propanol. 1H NMR (400 MHz, CDCl3) δ 8.03 (d, J=3.1 Hz, 1H), 7.67 (d, J=3.1 Hz, 1H), 7.48 (d, J=8.8 Hz, 2H), 6.94 (d, J=9.0 Hz, 2H), 3.48-3.58 (m, 4H), 3.27-3.38 (m, 4H), 1.76 (s, 3H). m/z (ESI, +ve ion) 421.8 (M+H)+. GK-GKRP EC50 (NADPH-coupled)=1.18 μM; GK-GKRP EC50 (LC MS/MS)=4.75 μM. Reactants: C1=C(C=CC2=CC=CC=C12)CCN1CC(NCC1)CCCN1C(C2=CC=CC=C2C1=O)=O (2-{3-[4-(2-Naphthalen-2-yl-ethyl)-piperazin-2-yl]-propyl}-isoindole-1,3-dione), CC(C)(C)OC(=O)N[C@H](CC1=C(C=C(C=C1)Cl)Cl)C(=O)O (BOC-D-2,4-dichlorophenylalanine). Run in C1=CC2=C(N=C1)N(N=N2)O (HOAt), CN(C)C=O (DMF), CN(C)C=O (DMF). Reaction conditions: time 8 hour. Yields the product C(C)(C)(C)OC(NC(C(=O)N1C(CN(CC1)CCC1=CC2=CC=CC=C2C=C1)CCCN1C(C=2C(C1=O)=CC=CC2)=O)CC2=C(C=C(C=C2)Cl)Cl)=O ({1-(2,4-Dichloro-benzyl)-2-[2-[3-phthalimido-propyl]-4-(2-naphthalen-2-yl-ethyl)-piperazin-1-yl]-2-oxo-ethyl}-carbamic acid tert-butyl ester). As a reaction SMILES: [CH:1]1[C:10]2[C:5](=[CH:6][CH:7]=[CH:8][CH:9]=2)[CH:4]=[CH:3][C:2]=1[CH2:11][CH2:12][N:13]1[CH2:18][CH2:17][NH:16][CH:15]([CH2:19][CH2:20][CH2:21][N:22]2[C:30](=[O:31])[C:29]3[C:24](=[CH:25][CH:26]=[CH:27][CH:28]=3)[C:23]2=[O:32])[CH2:14]1.[CH3:33][C:34]([O:37][C:38]([NH:40][C@@H:41]([C:51](O)=[O:52])[CH2:42][C:43]1[CH:48]=[CH:47][C:46]([Cl:49])=[CH:45][C:44]=1[Cl:50])=[O:39])([CH3:36])[CH3:35]>C1C=NC2N(O)N=NC=2C=1.CN(C=O)C>[C:34]([O:37][C:38](=[O:39])[NH:40][CH:41]([CH2:42][C:43]1[CH:48]=[CH:47][C:46]([Cl:49])=[CH:45][C:44]=1[Cl:50])[C:51]([N:16]1[CH2:17][CH2:18][N:13]([CH2:12][CH2:11][C:2]2[CH:3]=[CH:4][C:5]3[C:10](=[CH:9][CH:8]=[CH:7][CH:6]=3)[CH:1]=2)[CH2:14][CH:15]1[CH2:19][CH2:20][CH2:21][N:22]1[C:30](=[O:31])[C:29]2=[CH:28][CH:27]=[CH:26][CH:25]=[C:24]2[C:23]1=[O:32])=[O:52])([CH3:36])([CH3:33])[CH3:35]. Procedure details: To a mixture of 6-6 (42 mg, 0.10 mmol) and BOC-D-2,4-dichlorophenylalanine (66 mg, 2 eq) in 0.4 mL of 0.5 M HOAt in DMF and 0.5 mL of anhydrous DMF was added diisopropylcarboimide (24 mg, 2 equivalents). The reaction mixture was stirred at room temperature overnight. The solvent was evaporated in vacuo and the crude was purified with column chromatography (eluted with hexanes, ethyl acetate 1:2). The purified product, {1-(2,4-Dichloro-benzyl)-2-[2-[3-phthalimido-propyl]-4-(2-naphthalen-2-yl-ethy... Starting materials: ClCCl, COC(=O)c1cccc(CO)n1. Yields the product COC(=O)c1cccc(C=O)n1. Reaction SMILES: [Cl:13][CH2:14][Cl:15].[OH:1][CH2:2][c:3]1[cH:4][cH:5][cH:6][c:7]([C:9](=[O:10])[O:11][CH3:12])[n:8]1>>[O:1]=[CH:2][c:3]1[cH:4][cH:5][cH:6][c:7]([C:9](=[O:10])[O:11][CH3:12])[n:8]1.